Task: describe an organic reaction: reactants, conditions, products, and yield. Dataset: the Open Reaction Database (ORD), a public repository of structured organic reaction records Yields the product IC=1C=C2C=CN=CC2=CC1OC (6-iodo-7-methoxyisoquinoline). The solvent is O1CCOCC1 (dioxane), Cl (hydrochloric acid), CN(C)C=O (DMF), C(C)(C)(C)O (t-butyl alcohol). Conditions: temperature 40 celsius, time 3 hour. RXN SMILES: CO[CH:3](OC)[CH2:4][N:5]([CH2:16][C:17]1[CH:22]=[CH:21][C:20]([I:23])=[C:19]([O:24][CH3:25])[CH:18]=1)S(C1C=CC(C)=CC=1)(=O)=O.ClCCl.CC(C)([O-])C.[K+]>O1CCOCC1.Cl.CN(C=O)C.C(O)(C)(C)C>[I:23][C:20]1[CH:21]=[C:22]2[C:17](=[CH:18][C:19]=1[O:24][CH3:25])[CH:16]=[N:5][CH:4]=[CH:3]2 |f:2.3|. Starting materials: COC(CN(S(=O)(=O)C1=CC=C(C=C1)C)CC1=CC(=C(C=C1)I)OC)OC (N-(2,2-dimethoxyethyl)-N-(4-iodo-3-methoxybenzyl)-4-methylbenzenesulfonamide), ClCCl (dichloromethane), ClCCl (dichloromethane), CC(C)([O-])C.[K+] (potassium t-butoxide). Procedure: 20.5 g (39.6 mmol) of N-(2,2-dimethoxyethyl)-N-(4-iodo-3-methoxybenzyl)-4-methylbenzenesulfonamide was dissolved in a mixture of 240 ml of dioxane and 70 ml of 6 N hydrochloric acid, and the obtained solution was heated under reflux for 2 hours. After the treatment with dichloromethane as the extraction solvent in an ordinary manner, the obtained crude product was dissolved in a mixture of 100 ml of DMF and 100 ml of t-butyl alcohol. 2.54 g (22.6 mmol) of potassium t-butoxide was added to the ob...